This data is from the Open Reaction Database (ORD), a public repository of structured organic reaction records. The task is: describe an organic reaction: reactants, conditions, products, and yield Reaction conditions: time 30 minute. Reactants: C([O-])(O)=O.[Na+] (sodium bicarbonate), CN(C(=O)NC1=CC(=CC=C1)C=1C=CC=2N(N1)C(=NN2)C)C (N,N-dimethyl-N'-[3-(3-methyl-1,2,4-triazolo[4,3-b]pyridazin-6-yl)phenyl]urea), [H-].[Na+] (sodium hydride), CI (methyl iodide). The product is CN(C(=O)N(C1=CC(=CC=C1)C=1C=CC=2N(N1)C(=NN2)C)C)C (N,N,N'-Trimethyl-N'-[3-(3-methyl-1,2,4-triazolo[4,3-b]pyridazin-6-yl)phenyl]urea). Reaction SMILES: [CH3:1][N:2]([CH3:22])[C:3]([NH:5][C:6]1[CH:11]=[CH:10][CH:9]=[C:8]([C:12]2[CH:13]=[CH:14][C:15]3[N:16]([C:18]([CH3:21])=[N:19][N:20]=3)[N:17]=2)[CH:7]=1)=[O:4].[H-].[Na+].CI.[C:27](=O)(O)[O-].[Na+]>CN(C)C=O>[CH3:1][N:2]([CH3:22])[C:3]([N:5]([CH3:27])[C:6]1[CH:11]=[CH:10][CH:9]=[C:8]([C:12]2[CH:13]=[CH:14][C:15]3[N:16]([C:18]([CH3:21])=[N:19][N:20]=3)[N:17]=2)[CH:7]=1)=[O:4] |f:1.2,4.5|. Solvent: CN(C=O)C (dimethylformamide). Procedure: A suspension of 1.0 g of N,N-dimethyl-N'-[3-(3-methyl-1,2,4-triazolo[4,3-b]pyridazin-6-yl)phenyl]urea and 0.09 g of sodium hydride in 100 ml of dry dimethylformamide was stirred for 30 minutes, then 0.23 ml of methyl iodide was added. This solution was stirred overnight, then poured into saturated aqueous sodium bicarbonate and extracted with four 100 ml portions of dichloromethane. The extracts were combined and treated as described in Example 19, giving 0.8 g of the desired product as off-whit...